describe an organic reaction: reactants, conditions, products, and yield From a dataset of the Open Reaction Database (ORD), a public repository of structured organic reaction records. The reactants are C=1(O)C(O)=CC=CC1 (catechol), ClCl (chlorine), S(=O)(=O)(Cl)Cl (sulfuryl chloride). Yields the product ClC=1C=C(C(O)=CC1)O (4-chlorocatechol). As a reaction SMILES: [C:1]1([C:3](=[CH:5][CH:6]=[CH:7][CH:8]=1)[OH:4])[OH:2].ClCl.S(Cl)([Cl:14])(=O)=O>>[Cl:14][C:6]1[CH:5]=[C:3]([OH:4])[C:1](=[CH:8][CH:7]=1)[OH:2]. Procedure: For example, chlorination of catechol with either chlorine or sulfuryl chloride, Berichte 44, 2182 (1911), C.A. 5, 3433 (1911) gives 4-chlorocatechol as the major product, whereas excess halogen yields the 4,5-dichlorocatechol. ##STR14## The reactants are [H-].[H-].[H-].[H-].[Li+].[Al+3] (LAH), C1CCOC1 (THF), C1(C2C(C(N1)=O)CCC=C2)=O (tetrahydrophthalimide). Reaction conditions: temperature 60 celsius, time 16 hour. Product: C1NC[C@@H]2CC=CC[C@H]12 ((3aR,7aS)-2,3,3a,4,7,7a-hexahydro-1H-isoindole). Reaction SMILES: [H-].[H-].[H-].[H-].[Li+].[Al+3].C1COCC1.[C:12]1(=O)[NH:16][C:15](=O)[CH:14]2[CH2:18][CH2:19][CH:20]=[CH:21][CH:13]12>>[CH2:15]1[C@@H:14]2[C@@H:13]([CH2:21][CH:20]=[CH:19][CH2:18]2)[CH2:12][NH:16]1 |f:0.1.2.3.4.5|. Procedure details: To a solution of 1 M LAH in THF (800 mL; 0.8 mole; 2.3 eq) at rt was added, portionwise, tetrahydrophthalimide (52.6 g; 0.348 mole; 1 eq). The reaction mixture was stirred at 60° C. for 16 hours, then cooled to RT and quenched carefully with sequential addition of 30 mL of water, 30 mL of THF, 15% aqueous KOH (30 mL), and water (100 mL). The mixture was diluted with 135 mL of ether, stirred at RT for 1 hour, and filtered through a pad of diatomaceous earth on a 600 mL fritted glass filter funnel... Starting materials: C(C)(=O)OC(C)=O.N1=CC=CC=C1.ClCCl (Acetic anhydride pyridine dichloromethane), NC[C@H]1CN(C(O1)=O)C1=CC(=C(C=C1)C(OC)OC)F (5-(S)-aminomethyl-3-[4′-dimethoxymethyl-3′-fluorophenyl]-oxazolidine-2-one), C1=CC=C2C(=C1)C(=O)C(C2=O)(O)O (ninhydrine). Product: C(C)(=O)NC[C@H]1CN(C(O1)=O)C1=CC(=C(C=C1)C(OC)OC)F (5-(S)-Acetamidomethyl-3-[4′-dimethoxymethyl-3′-fluorophenyl]-oxazolidine-2-one). RXN SMILES: [C:1](OC(=O)C)(=[O:3])[CH3:2].N1C=CC=CC=1.ClCCl.[NH2:17][CH2:18][C@@H:19]1[O:23][C:22](=[O:24])[N:21]([C:25]2[CH:30]=[CH:29][C:28]([CH:31]([O:34][CH3:35])[O:32][CH3:33])=[C:27]([F:36])[CH:26]=2)[CH2:20]1.C1C=C2C(C(O)(O)C(=O)C2=CC=1)=O>>[C:1]([NH:17][CH2:18][C@@H:19]1[O:23][C:22](=[O:24])[N:21]([C:25]2[CH:30]=[CH:29][C:28]([CH:31]([O:32][CH3:33])[O:34][CH3:35])=[C:27]([F:36])[CH:26]=2)[CH2:20]1)(=[O:3])[CH3:2] |f:0.1.2|. Reported procedure: Acetic anhydride-pyridine-dichloromethane solution (1 to 1.5 to 3, 4 mL) was added to BAL resin immobilized 5-(S)-aminomethyl-3-[4′-dimethoxymethyl-3′-fluorophenyl]-oxazolidine-2-one, and the mixture was agitated for ca. 2 h (until negative ninhydrine test indicated completion of the acylation). The resin was filtered, washed liberally with methanol and dichloromethane and dried under vacuum.